Task: describe an organic reaction: reactants, conditions, products, and yield. Dataset: the Open Reaction Database (ORD), a public repository of structured organic reaction records Reactants: NCCCP(OC(C)C)(=O)CC (isopropyl 3-aminopropyl(ethyl)-phosphinate). Run in Cl (hydrochloric acid). Run at time 14 hour. Product: NCCCP(O)(=O)CC (3-aminopropyl(ethyl)phosphinic acid). RXN SMILES: [NH2:1][CH2:2][CH2:3][CH2:4][P:5]([CH2:11][CH3:12])(=[O:10])[O:6]C(C)C>Cl>[NH2:1][CH2:2][CH2:3][CH2:4][P:5]([CH2:11][CH3:12])(=[O:6])[OH:10]. Reported procedure: A mixture of 7.73 g of isopropyl 3-aminopropyl(ethyl)-phosphinate and 40 ml of 20% hydrochloric acid is refluxed with stirring for 14 hours. The clear solution is evaporated to dryness and the residue is recrystallized from methanol/propylenoxide to give 3-aminopropyl(ethyl)phosphinic acid as a white solid, m.p. 233°-239°; 1H-NMR (D2O): 0.4-1.8 (m, 9H, PCH2CH2 and PCH2CH3); 2.7 (t, 2H,NCH2); 4.55 (s, 3H, OH, NH2). Starting materials: [H][H] (hydrogen), FC=1C=CC(=C(OC[C@H]2OC2)C1)[N+](=O)[O-] ((2S)-2-[(5-fluoro-2-nitrophenoxy)methyl]oxirane), C(C)(=O)OC(C)=O (Acetic anhydride), C(C)N(C(C)C)C(C)C (ethyldi(i-propyl)amine). Reagents/catalysts: [Pt] (Platinum on charcoal). Solvent: C(C)(=O)OCC (ethyl acetate). Reaction conditions: time 3 hour. Product: FC1=CC(=C(C=C1)NC(C)=O)OC[C@H]1OC1 (N-{4-Fluoro-2-[(2S)oxiranylmethoxy]phenyl}acetamide). Isolated yield 61.3%. As a reaction SMILES: [F:1][C:2]1[CH:3]=[CH:4][C:5]([N+:13]([O-])=O)=[C:6]([CH:12]=1)[O:7][CH2:8][C@@H:9]1[CH2:11][O:10]1.[H][H].[C:18](OC(=O)C)(=[O:20])[CH3:19].C(N(C(C)C)C(C)C)C>C(OCC)(=O)C.[Pt]>[F:1][C:2]1[CH:3]=[CH:4][C:5]([NH:13][C:18](=[O:20])[CH3:19])=[C:6]([O:7][CH2:8][C@@H:9]2[CH2:11][O:10]2)[CH:12]=1. Procedure: (2S)-2-[(5-fluoro-2-nitrophenoxy)methyl]oxirane (0.32 g, 1.5 mmol) was dissolved in ethyl acetate (40 ml). Platinum on charcoal (0.15 g) was added, and the mixture was stirred in the atmosphere of hydrogen for 3 h at room temperature and atmospheric pressure. The catalyst was filtered and washed on the filter with ethyl acetate (10 ml). Acetic anhydride (0.31 g, 0.28 ml, 3 mmol) and ethyldi(i-propyl)amine (0.39 g, 0.52 ml, 3 mmol) were added to the solution. The reaction mixture was stirred at r... Starting materials: [Na] (sodium), C[O-].[Na+] (sodium methoxide), Cl (hydrochloride), CN(C=NC1=C(C=C(C=C1)Cl)C)C (N,N-dimethyl-N'-(4-chloro-2-methylphenyl)methanimidamide), NO (hydroxylamine). The solvent is CO (methanol), O (water), CO (methanol). Reaction conditions: time 18 hour. Product: ClC1=CC(=C(C=C1)NC=NO)C (N-(4-Chloro-2-methylphenyl)-N'-hydroxymethanimidamide). RXN SMILES: C[O-:2].[Na+].[Na].NO.Cl.C[N:9](C)[CH:10]=[N:11][C:12]1[CH:17]=[CH:16][C:15]([Cl:18])=[CH:14][C:13]=1[CH3:19]>CO.O>[Cl:18][C:15]1[CH:16]=[CH:17][C:12]([NH:11][CH:10]=[N:9][OH:2])=[C:13]([CH3:19])[CH:14]=1 |f:0.1,^1:3|. Procedure: To a sodium methoxide solution prepared by dissolving 19 grams of sodium metal in 250 milliliters of methanol was added 56 grams of hydroxylamine:hydrochloride in 300 milliliters of methanol. To the resulting mixture was added 98 grams (0.5 mole) of N,N-dimethyl-N'-(4-chloro-2-methylphenyl)methanimidamide. The mixture was stirred at room temperature for 18 hours. The solid reaction product was recovered by filtration and the filtrate concentrated by evaporation under reduced pressure. The residu... Procedure: To a solution of 2-methoxy-6-nitroaniline (2g; 0.0119 moles) in anhydrous THF (20 ml), trichloroethyl chloroformate (1.43 ml; 0.01189 moles) was added dropwise. The reaction was heated for 45 minutes at 60° C., the solvent was then removed under vacuum and the crude residue was dissolved in dioxane (20 ml). To this solution, benzyl alcohol (2.46 ml; 0.0237 mmoles) was added and the reaction mixture was refluxed for 8 hours. The solvent was then removed under vacuum and the crude residue was pour... Reaction SMILES: [CH3:1][O:2][C:3]1[CH:9]=[CH:8][CH:7]=[C:6]([N+:10]([O-:12])=[O:11])[C:4]=1[NH2:5].Cl[C:14]([O:16][CH2:17][C:18](Cl)(Cl)Cl)=[O:15].C(O)[C:23]1[CH:28]=[CH:27]C=[CH:25][CH:24]=1>C1COCC1>[CH2:17]([O:16][C:14](=[O:15])[NH:5][C:4]1[C:6]([N+:10]([O-:12])=[O:11])=[CH:7][CH:8]=[CH:9][C:3]=1[O:2][CH3:1])[C:18]1[CH:27]=[CH:28][CH:23]=[CH:24][CH:25]=1. Starting materials: COC1=C(N)C(=CC=C1)[N+](=O)[O-] (2-methoxy-6-nitroaniline), ClC(=O)OCC(Cl)(Cl)Cl (trichloroethyl chloroformate), C(C1=CC=CC=C1)O (benzyl alcohol). Product: C(C1=CC=CC=C1)OC(NC1=C(C=CC=C1[N+](=O)[O-])OC)=O ((2-methoxy-6-nitrophenyl)carbamic Acid Benzyl Ester). Solvent: C1CCOC1 (THF). Run at temperature 60 celsius. Reactants: C#CCBr, CONC(=O)OC, [H-], [Na+], C1CCOC1, O. Yields the product C#CCN(OC)C(=O)OC. RXN SMILES: [CH2:10]([C:11]#[CH:12])[Br:13].[CH3:3][O:4][NH:5][C:6]([O:7][CH3:8])=[O:9].[H-:1].[Na+:2].[O:15]1[CH2:16][CH2:17][CH2:18][CH2:19]1.[OH2:14]>>[CH3:3][O:4][N:5]([C:6]([O:7][CH3:8])=[O:9])[CH2:12][C:11]#[CH:10]. The reactants are CC(C)(C)OC(=O)N1CCCC(CNC(=O)OCc2ccccc2)C1, CCOC(C)=O, Cl, C1COCCO1. The product is Cl, O=C(NCC1CCCNC1)OCc1ccccc1. Reaction SMILES: [C:1]([O:2][C:3](=[O:4])[N:8]1[CH2:9][CH:10]([CH2:14][NH:15][C:16](=[O:17])[O:18][CH2:19][c:20]2[cH:21][cH:22][cH:23][cH:24][cH:25]2)[CH2:11][CH2:12][CH2:13]1)([CH3:5])([CH3:6])[CH3:7].[CH3:33][CH2:34][O:35][C:36](=[O:37])[CH3:38].[ClH:26].[O:27]1[CH2:28][CH2:29][O:30][CH2:31][CH2:32]1>>[ClH:26].[NH:8]1[CH2:9][CH:10]([CH2:14][NH:15][C:16](=[O:17])[O:18][CH2:19][c:20]2[cH:21][cH:22][cH:23][cH:24][cH:25]2)[CH2:11][CH2:12][CH2:13]1. The reactants are CN, Nc1cc(Br)cnc1C(=O)O, CN(C)C=O. Product: CNC(=O)c1ncc(Br)cc1N. Reaction SMILES: [CH3:12][NH2:13].[NH2:1][c:2]1[c:3]([C:9](=[O:10])[OH:11])[n:4][cH:5][c:6]([Br:8])[cH:7]1.[O:14]=[CH:15][N:16]([CH3:17])[CH3:18]>>[NH2:1][c:2]1[c:3]([C:9](=[O:11])[NH:13][CH3:12])[n:4][cH:5][c:6]([Br:8])[cH:7]1.